Dataset: the Open Reaction Database (ORD), a public repository of structured organic reaction records. Task: describe an organic reaction: reactants, conditions, products, and yield The reactants are ClC1=CC=C(C=C1)S(=O)(=O)NCCCC(=O)O (N-(4'-chlorobenzenesulfonyl)-4-aminobutyric acid), C1(CCCCC1)N=C=NC1CCCCC1 (dicyclohexylcarbodiimide). Run in O1CCCC1 (tetrahydrofuran). Run at temperature 0 celsius, time 21 hour. Product: ClC1=CC=C(C=C1)S(=O)(=O)N1C(CCC1)=O (N-(4'-chlorobenzenesulfonyl)-2-pyrrolidone). Yield: 91.3%. As a reaction SMILES: [Cl:1][C:2]1[CH:7]=[CH:6][C:5]([S:8]([NH:11][CH2:12][CH2:13][CH2:14][C:15]([OH:17])=O)(=[O:10])=[O:9])=[CH:4][CH:3]=1.C1(N=C=NC2CCCCC2)CCCCC1>O1CCCC1>[Cl:1][C:2]1[CH:7]=[CH:6][C:5]([S:8]([N:11]2[CH2:12][CH2:13][CH2:14][C:15]2=[O:17])(=[O:10])=[O:9])=[CH:4][CH:3]=1. Procedure: In 20 ml of tetrahydrofuran was dissolved 2.78 g of N-(4'-chlorobenzenesulfonyl)-4-aminobutyric acid (0.01 mole). To the stirred solution on an ice bath was added 2.06 g of dicyclohexylcarbodiimide (0.01 mole), and the mixture was stirred at 0° C. for 21 hours. The reaction mixture was filtered, and the solid material was washed with anhydrous tetrahydrofuran. The filtrate and the washings were combined, and tetrahydrofuran was removed under reduced pressure. The residue thus obtained was recrys... The reactants are COC(=O)c1nc(Br)c2nc(-c3ccccc3)oc2c1O, C[Sn](C)(C)C, CN(C)C=O, CCOC(C)=O, Cl[Pd]Cl, c1ccc(P(c2ccccc2)c2ccccc2)cc1, c1ccc(P(c2ccccc2)c2ccccc2)cc1. Yields the product COC(=O)c1nc(C)c2nc(-c3ccccc3)oc2c1O. RXN SMILES: [CH3:1][O:2][C:3](=[O:4])[c:5]1[c:6]([OH:21])[c:7]2[c:8]([c:9]([Br:11])[n:10]1)[n:12][c:13](-[c:15]1[cH:16][cH:17][cH:18][cH:19][cH:20]1)[o:14]2.[CH3:22][Sn:23]([CH3:24])([CH3:25])[CH3:26].[CH3:27][N:28]([CH3:29])[CH:30]=[O:31].[CH3:32][CH2:33][O:34][C:35](=[O:36])[CH3:37].[Pd:38]([Cl:39])[Cl:40].[c:41]1([P:42]([c:43]2[cH:44][cH:45][cH:46][cH:47][cH:48]2)[c:49]2[cH:50][cH:51][cH:52][cH:53][cH:54]2)[cH:55][cH:56][cH:57][cH:58][cH:59]1.[c:60]1([P:61]([c:62]2[cH:63][cH:64][cH:65][cH:66][cH:67]2)[c:68]2[cH:69][cH:70][cH:71][cH:72][cH:73]2)[cH:74][cH:75][cH:76][cH:77][cH:78]1>>[CH3:1][O:2][C:3](=[O:4])[c:5]1[c:6]([OH:21])[c:7]2[c:8]([c:9]([CH3:22])[n:10]1)[n:12][c:13](-[c:15]1[cH:16][cH:17][cH:18][cH:19][cH:20]1)[o:14]2. The reactants are CC(C)(C)OC(=O)N1CCOc2cc(C=CC(=O)O)cnc21, Cl, [Li+], C1COCCO1, [OH-]. Product: O=C(O)C=Cc1cnc2c(c1)OCCN2. As a reaction SMILES: [C:1]([O:2][C:3](=[O:4])[N:8]1[c:9]2[c:10]([cH:14][c:15]([CH:18]=[CH:19][C:20](=[O:21])[OH:22])[cH:16][n:17]2)[O:11][CH2:12][CH2:13]1)([CH3:5])([CH3:6])[CH3:7].[ClH:25].[Li+:24].[O:26]1[CH2:27][CH2:28][O:29][CH2:30][CH2:31]1.[OH-:23]>>[NH:8]1[c:9]2[c:10]([cH:14][c:15]([CH:18]=[CH:19][C:20](=[O:21])[OH:22])[cH:16][n:17]2)[O:11][CH2:12][CH2:13]1. Reactants: CC(C)=O, Cc1ncc(C=O)s1, [Na+], [OH-], O. The product is CC(=O)C=Cc1cnc(C)s1. Reaction SMILES: [CH3:11][C:12]([CH3:13])=[O:14].[CH3:3][c:4]1[s:5][c:6]([CH:9]=[O:10])[cH:7][n:8]1.[Na+:2].[OH-:1].[OH2:15]>>[CH3:3][c:4]1[s:5][c:6]([CH:9]=[CH:11][C:12]([CH3:13])=[O:14])[cH:7][n:8]1. Reactants: CC1=NN(C2=CC=CC(=C12)NC(=O)C1=CN=C2N1C=CC(=C2)CC=O)CC2=NC(=CC=C2)C (N-(3-methyl-1-((6-methylpyridin-2-yl)methyl)-1H-indazol-4-yl)-7-(2-oxoethyl)imidazo[1,2-a]pyridine-3-carboxamide), N1CCCC1 (pyrrolidine). Product: CC1=NN(C2=CC=CC(=C12)NC(=O)C1=CN=C2N1C=CC(=C2)CCN2CCCC2)CC2=NC(=CC=C2)C (N-(3-methyl-1-((6-methylpyridin-2-yl)methyl)-1H-indazol-4-yl)-7-(2-(pyrrolidin-1-yl)ethyl)imidazo[1,2-a]pyridine-3-carboxamide). Reaction SMILES: [CH3:1][C:2]1[C:10]2[C:5](=[CH:6][CH:7]=[CH:8][C:9]=2[NH:11][C:12]([C:14]2[N:18]3[CH:19]=[CH:20][C:21]([CH2:23][CH:24]=O)=[CH:22][C:17]3=[N:16][CH:15]=2)=[O:13])[N:4]([CH2:26][C:27]2[CH:32]=[CH:31][CH:30]=[C:29]([CH3:33])[N:28]=2)[N:3]=1.[NH:34]1[CH2:38][CH2:37][CH2:36][CH2:35]1>>[CH3:1][C:2]1[C:10]2[C:5](=[CH:6][CH:7]=[CH:8][C:9]=2[NH:11][C:12]([C:14]2[N:18]3[CH:19]=[CH:20][C:21]([CH2:23][CH2:24][N:34]4[CH2:38][CH2:37][CH2:36][CH2:35]4)=[CH:22][C:17]3=[N:16][CH:15]=2)=[O:13])[N:4]([CH2:26][C:27]2[CH:32]=[CH:31][CH:30]=[C:29]([CH3:33])[N:28]=2)[N:3]=1. Procedure details: Prepared according to procedure of Example 72 from N-(3-methyl-1-((6-methylpyridin-2-yl)methyl)-1H-indazol-4-yl)-7-(2-oxoethyl)imidazo[1,2-a]pyridine-3-carboxamide (Example 72, Steps A-B) and pyrrolidine. MS (ES+APCI) m/z=494 (M+H) detected.